This data is from the Open Reaction Database (ORD), a public repository of structured organic reaction records. The task is: describe an organic reaction: reactants, conditions, products, and yield The reactants are ClC1=CC=C(C=O)C=C1 (4-chlorobenzaldehyde), CC(=O)C1=CC(=CC=C1)F (3-fluoroacetophenone). The product is ClC1=CC=C(C=C1)C=CC(=O)C1=CC(=CC=C1)F (3-(4-chlorophenyl)-1-(3-fluorophenyl)prop-2-en-1-one). Reaction SMILES: [Cl:1][C:2]1[CH:9]=[CH:8][C:5]([CH:6]=O)=[CH:4][CH:3]=1.[CH3:10][C:11]([C:13]1[CH:18]=[CH:17][CH:16]=[C:15]([F:19])[CH:14]=1)=[O:12]>>[Cl:1][C:2]1[CH:9]=[CH:8][C:5]([CH:6]=[CH:10][C:11]([C:13]2[CH:18]=[CH:17][CH:16]=[C:15]([F:19])[CH:14]=2)=[O:12])=[CH:4][CH:3]=1. Procedure details: By a procedure similar to that of example 1.59.1, starting from 4-chlorobenzaldehyde and commercial commercial 3-fluoroacetophenone, 3-(4-chlorophenyl)-1-(3-fluorophenyl)prop-2-en-1-one was obtained as yellowish solid. Reactants: CC(C)(C)OC(=O)CN(Cc1ccccc1)C(=O)c1ccc[nH]1, ClCCl, O=C(O)C(F)(F)F. The product is O=C(O)CN(Cc1ccccc1)C(=O)c1ccc[nH]1. As a reaction SMILES: [C:1]([CH3:2])([CH3:3])([CH3:4])[O:5][C:6]([CH2:7][N:8]([CH2:9][c:10]1[cH:11][cH:12][cH:13][cH:14][cH:15]1)[C:16](=[O:17])[c:18]1[nH:19][cH:20][cH:21][cH:22]1)=[O:23].[Cl:31][CH2:32][Cl:33].[F:24][C:25]([F:26])([F:27])[C:28]([OH:29])=[O:30]>>[O:5]=[C:6]([CH2:7][N:8]([CH2:9][c:10]1[cH:11][cH:12][cH:13][cH:14][cH:15]1)[C:16](=[O:17])[c:18]1[nH:19][cH:20][cH:21][cH:22]1)[OH:23]. Reactants: BrC1=C2C=NNC2=CC(=C1)C(F)(F)F (4-bromo-6-(trifluoromethyl)-1H-indazole), FC1=C(C=CC(=C1)C(=O)OC)B(O)O ((2-fluoro-4-(methoxycarbonyl)phenyl)boronic acid). Reagents/catalysts: C1=CC=C(C=C1)P([C-]2C=CC=C2)C3=CC=CC=C3.C1=CC=C(C=C1)P([C-]2C=CC=C2)C3=CC=CC=C3.Cl[Pd]Cl.[Fe+2] (PdCl2(dppf)). Run in O1CCOCC1 (dioxane), C(=O)(O)[O-].[Na+] (NaHCO3). Reaction conditions: temperature 140 celsius. Yields the product FC=1C=C(C(=O)OC)C=CC1C1=C2C=NNC2=CC(=C1)C(F)(F)F (methyl 3-fluoro-4-(6-(trifluoromethyl)-1H-indazol-4-yl)benzoate). Reaction SMILES: Br[C:2]1[CH:10]=[C:9]([C:11]([F:14])([F:13])[F:12])[CH:8]=[C:7]2[C:3]=1[CH:4]=[N:5][NH:6]2.[F:15][C:16]1[CH:21]=[C:20]([C:22]([O:24][CH3:25])=[O:23])[CH:19]=[CH:18][C:17]=1B(O)O>O1CCOCC1.C([O-])(O)=O.[Na+].C1C=CC(P(C2C=CC=CC=2)[C-]2C=CC=C2)=CC=1.C1C=CC(P(C2C=CC=CC=2)[C-]2C=CC=C2)=CC=1.Cl[Pd]Cl.[Fe+2]>[F:15][C:16]1[CH:21]=[C:20]([CH:19]=[CH:18][C:17]=1[C:2]1[CH:10]=[C:9]([C:11]([F:14])([F:13])[F:12])[CH:8]=[C:7]2[C:3]=1[CH:4]=[N:5][NH:6]2)[C:22]([O:24][CH3:25])=[O:23] |f:3.4,5.6.7.8|. Procedure: A vial was charged with a mixture of 4-bromo-6-(trifluoromethyl)-1H-indazole (0.402 g, 1.515 mmol), (2-fluoro-4-(methoxycarbonyl)phenyl)boronic acid (0.3 g, 1.515 mmol) and PdCl2(dppf) (0.055 g, 0.076 mmol) in dioxane (10 mL) and aqueous saturated NaHCO3 (3 mL). The resulting light yellow suspension was heated at 140° C. for 45 minutes in a microwave reactor. The reaction mixture was subsequently concentrated. The crude residue was diluted with EtOAc and washed with water, dried over Na2SO4, and... Starting materials: P(Cl)(Cl)(Cl)(Cl)Cl (phosphorus pentachloride), C1(=CC=CC=C1)NNC(C1=CC=C(C=C1)SC)=O (p-(methylthio)benzoic acid 2-phenylhydrazide), C1(=CC=CC=C1)O (phenol). Run in C(Cl)(Cl)(Cl)Cl (carbon tetrachloride), C(Cl)(Cl)(Cl)Cl (carbon tetrachloride). Yields the product C1(=CC=CC=C1)NN=C(C1=CC=C(C=C1)SC)Cl (p-(methylthio)benzoyl chloride phenylhydrazone). Isolated yield 44.9%. Reaction SMILES: P(Cl)(Cl)(Cl)(Cl)[Cl:2].[C:7]1([NH:13][NH:14][C:15](=O)[C:16]2[CH:21]=[CH:20][C:19]([S:22][CH3:23])=[CH:18][CH:17]=2)[CH:12]=[CH:11][CH:10]=[CH:9][CH:8]=1.C1(O)C=CC=CC=1>C(Cl)(Cl)(Cl)Cl>[C:7]1([NH:13][N:14]=[C:15]([Cl:2])[C:16]2[CH:21]=[CH:20][C:19]([S:22][CH3:23])=[CH:18][CH:17]=2)[CH:12]=[CH:11][CH:10]=[CH:9][CH:8]=1. Reported procedure: A mixture consisting of 14.2 g. (0.068 mole) phosphorus pentachloride, 100 ml. carbon tetrachloride, and 16.78 g. (0.065 mole) p-(methylthio)benzoic acid 2-phenylhydrazide (prepared in Part A above) was reacted at 25° C. until evolution of gas ceased. The reaction mixture was then heated to the reflux temperature and a clear solution resulted. The solution was chilled in ice and a suspension of 20.7 g. (0.22 mole) phenol in 50 ml. carbon tetrachloride was added. After removing the carbon tetrach... Reactants: CC(C)(C)OC(=O)NCc1ccc(Oc2ccccc2)cc1F, ClCCl, O=C(O)C(F)(F)F. The product is NCc1ccc(Oc2ccccc2)cc1F. Reaction SMILES: [C:1]([O:2][C:3](=[O:4])[NH:7][CH2:8][c:9]1[c:10]([F:22])[cH:11][c:12]([O:15][c:16]2[cH:17][cH:18][cH:19][cH:20][cH:21]2)[cH:13][cH:14]1)([CH3:5])([CH3:6])[CH3:23].[Cl:31][CH2:32][Cl:33].[OH:24][C:25]([C:26]([F:27])([F:28])[F:29])=[O:30]>>[NH2:7][CH2:8][c:9]1[c:10]([F:22])[cH:11][c:12]([O:15][c:16]2[cH:17][cH:18][cH:19][cH:20][cH:21]2)[cH:13][cH:14]1.